From a dataset of the Open Reaction Database (ORD), a public repository of structured organic reaction records. describe an organic reaction: reactants, conditions, products, and yield Starting materials: C(CC)N1C(C(C2=CC=CC=C12)=O)=O (1-propylindoline-2,3-dione), ClC=1C=C2C(C(NC2=CC1)=O)=O (5-chloro isatin), C(C)Br (ethyl bromide). Procedure: Was made in an analogous fashion to 1-propylindoline-2,3-dione using commercially available 5-chloro isatin and ethyl bromide, both purchased from Fisher Scientific. 1H NMR δ 7.58 (m, 2H), 6.88 (d, 1H), 3.80 (q, 2H), 1.31 (t, 3H). Yields the product ClC=1C=C2C(C(N(C2=CC1)CC)=O)=O (5-chloro-1-ethylindoline-2,3-dione). RXN SMILES: [CH2:1]([N:4]1[C:12]2[C:7](=[CH:8][CH:9]=[CH:10][CH:11]=2)[C:6](=[O:13])[C:5]1=[O:14])[CH2:2]C.[Cl:15]C1C=C2C(=CC=1)NC(=O)C2=O.C(Br)C>>[Cl:15][C:9]1[CH:8]=[C:7]2[C:12](=[CH:11][CH:10]=1)[N:4]([CH2:1][CH3:2])[C:5](=[O:14])[C:6]2=[O:13]. The reactants are C(C1=CC=CC=C1)(=O)C=1C=NC2=C(C=CC=C2C1C=1C=C(C=CC1)NCC1=CC=C(C=C1)CC(=O)OC)C(F)(F)F (methyl {4-[({3-[3-benzoyl-8-(trifluoromethyl) quinolin-4-yl]phenyl}amino)methyl]phenyl}acetate), C=O (formaldehyde). Product: C(C1=CC=CC=C1)(=O)C=1C=NC2=C(C=CC=C2C1C=1C=C(C=CC1)N(C)CC1=CC=C(C=C1)CC(=O)OC)C(F)(F)F (METHYL (4-{[{3-[3-BENZOYL-8-(TRIFLUOROMETHYL)QUINOLIN-4-YL]PHENYL}(METHYL)AMINO]METHYL}PHENYL)ACETATE). RXN SMILES: [C:1]([C:9]1[CH:10]=[N:11][C:12]2[C:17]([C:18]=1[C:19]1[CH:20]=[C:21]([NH:25][CH2:26][C:27]3[CH:32]=[CH:31][C:30]([CH2:33][C:34]([O:36][CH3:37])=[O:35])=[CH:29][CH:28]=3)[CH:22]=[CH:23][CH:24]=1)=[CH:16][CH:15]=[CH:14][C:13]=2[C:38]([F:41])([F:40])[F:39])(=[O:8])[C:2]1[CH:7]=[CH:6][CH:5]=[CH:4][CH:3]=1.[CH2:42]=O>>[C:1]([C:9]1[CH:10]=[N:11][C:12]2[C:17]([C:18]=1[C:19]1[CH:20]=[C:21]([N:25]([CH2:26][C:27]3[CH:28]=[CH:29][C:30]([CH2:33][C:34]([O:36][CH3:37])=[O:35])=[CH:31][CH:32]=3)[CH3:42])[CH:22]=[CH:23][CH:24]=1)=[CH:16][CH:15]=[CH:14][C:13]=2[C:38]([F:39])([F:40])[F:41])(=[O:8])[C:2]1[CH:7]=[CH:6][CH:5]=[CH:4][CH:3]=1. Procedure details: The title compound was prepared from methyl {4-[({3-[3-benzoyl-8-(trifluoromethyl) quinolin-4-yl]phenyl}amino)methyl]phenyl}acetate and formaldehyde according to the procedure of step 1, Example 66. MS (ESI) m/z 569; HRMS: calcd for C34H27F3N2O3, 568.1974; found (ESI, [M+H]+), 569.2039; Anal. Calcd for C34H27F3N2O3: C, 71.82; H, 4.79; N, 4.93. Found: C, 71.57; H, 4.64; N, 4.87.